Dataset: the Open Reaction Database (ORD), a public repository of structured organic reaction records. Task: describe an organic reaction: reactants, conditions, products, and yield The reactants are BrC1=NN(C2=NC=C3C(=C21)C(N(C3=O)CCC3=CC=CC=C3)=O)CC3=CC=C(C=C3)OC (1-bromo-3-(4-methoxybenzyl)-7-phenethylpyrazolo[3,4-b]pyrrolo[3,4-d]pyridine-6,8(3H,7H)-dione), C([O-])([O-])=O.[Cs+].[Cs+] (cesium carbonate), C1(=CC=CC=C1)B(O)O (phenyl boronic acid). The reagents and catalysts are [Pd](Cl)Cl.C(C)(C)(C)P([C-]1C=CC=C1)C(C)(C)C.[C-]1(C=CC=C1)P(C(C)(C)C)C(C)(C)C.[Fe+2] (1,1′-bis(di-t-butylphosphino)ferrocene palladium dichloride). Run in C(C)(=O)OCC (ethyl acetate), CN(C=O)C (N,N-dimethylformamide). Reaction conditions: temperature 180 celsius. Product: C(CC1=CC=CC=C1)N1C(C2=C3C(=NC=C2C1=O)NN=C3C3=CC=CC=C3)=O (7-phenethyl-1-phenylpyrazolo[3,4-b]pyrrolo[3,4-d]pyridine-6,8(3H,7H)-dione). RXN SMILES: Br[C:2]1[C:10]2[C:5](=[N:6][CH:7]=[C:8]3[C:13](=[O:14])[N:12]([CH2:15][CH2:16][C:17]4[CH:22]=[CH:21][CH:20]=[CH:19][CH:18]=4)[C:11](=[O:23])[C:9]3=2)[N:4](CC2C=CC(OC)=CC=2)[N:3]=1.C(=O)([O-])[O-].[Cs+].[Cs+].[C:39]1(B(O)O)[CH:44]=[CH:43][CH:42]=[CH:41][CH:40]=1>CN(C)C=O.C(OCC)(=O)C.[Pd](Cl)Cl.C(P(C(C)(C)C)[C-]1C=CC=C1)(C)(C)C.[C-]1(P(C(C)(C)C)C(C)(C)C)C=CC=C1.[Fe+2]>[CH2:15]([N:12]1[C:13](=[O:14])[C:8]2[C:9](=[C:10]3[C:2]([C:39]4[CH:44]=[CH:43][CH:42]=[CH:41][CH:40]=4)=[N:3][NH:4][C:5]3=[N:6][CH:7]=2)[C:11]1=[O:23])[CH2:16][C:17]1[CH:18]=[CH:19][CH:20]=[CH:21][CH:22]=1 |f:1.2.3,7.8.9.10|. Procedure details: A mixture of 1-bromo-3-(4-methoxybenzyl)-7-phenethylpyrazolo[3,4-b]pyrrolo[3,4-d]pyridine-6,8(3H,7H)-dione (25 mg, 50 umol), cesium carbonate (32 mg, 100 umol), phenyl boronic acid (12 mg, 100 umol) and 1,1′-bis(di-t-butylphosphino)ferrocene palladium dichloride (2 mg) in anhydrous N,N-dimethylformamide (2 ml) was heated to 180° C. under microwave conditions for 5 minutes. The mixture was diluted with ethyl acetate (50 ml) and washed with dilute brine (4×30 ml), dried over anhydrous sodium sulfa... Reactants: ClC=1C2=C(N=CN1)CCN(C2)C2=C(C#N)C=C(C=C2)C (2-(4-chloro-7,8-dihydropyrido[4,3-d]pyrimidin-6(5H)-yl)-5-methylbenzonitrile), O1COC2=C1C=CC(=C2)C(C)N (1-(benzo[d][1,3]dioxol-5-yl)ethanamine). Solvent: C(C)#N (acetonitrile), C(C)(C)N(C(C)C)CC (N,N-diisopropylethylamine). The product is O1COC2=C1C=CC(=C2)C(C)NC=2C1=C(N=CN2)CCN(C1)C1=C(C#N)C=C(C=C1)C (2-(4-(1-(benzo[d][1,3]dioxol-5-yl)ethylamino)-7,8-dihydropyrido[4,3-d]pyrimidin-6(5H)-yl)-5-methylbenzonitrile). Reaction SMILES: Cl[C:2]1[C:3]2[CH2:11][N:10]([C:12]3[CH:19]=[CH:18][C:17]([CH3:20])=[CH:16][C:13]=3[C:14]#[N:15])[CH2:9][CH2:8][C:4]=2[N:5]=[CH:6][N:7]=1.[O:21]1[C:25]2[CH:26]=[CH:27][C:28]([CH:30]([NH2:32])[CH3:31])=[CH:29][C:24]=2[O:23][CH2:22]1>C(#N)C.C(N(CC)C(C)C)(C)C>[O:21]1[C:25]2[CH:26]=[CH:27][C:28]([CH:30]([NH:32][C:2]3[C:3]4[CH2:11][N:10]([C:12]5[CH:19]=[CH:18][C:17]([CH3:20])=[CH:16][C:13]=5[C:14]#[N:15])[CH2:9][CH2:8][C:4]=4[N:5]=[CH:6][N:7]=3)[CH3:31])=[CH:29][C:24]=2[O:23][CH2:22]1. Procedure: A reaction mixture of 2-(4-chloro-7,8-dihydropyrido[4,3-d]pyrimidin-6(5H)-yl)-5-methylbenzonitrile (100 mg, 0.35 mmol) and 1-(benzo[d][1,3]dioxol-5-yl)ethanamine (150 mg, 0.91 mmol) in acetonitrile (1 mL) and N,N-diisopropylethylamine (400 μL) was subjected to microwave irradiation at 185° C. for 3 h. The reaction mixture was concentrated and the residue was purified by preparative HPLC (100×20.2 mm, C18 column; 30-60% acetonitrile-water [10 mM Et2NH]) to afford a light yellow solid. Reactants: COc1ccc(CN)cc1, CN1CCCC1=O, ClC(Cl)Cl, Cc1c(F)c(N)nc(F)c1F. The product is COc1ccc(CNc2nc(N)c(F)c(C)c2F)cc1. Reaction SMILES: [CH3:19][O:20][c:21]1[cH:22][cH:23][c:24]([CH2:25][NH2:26])[cH:27][cH:28]1.[CH3:1][N:2]1[CH2:3][CH2:4][CH2:5][C:6]1=[O:7].[CH:29]([Cl:30])([Cl:31])[Cl:32].[NH2:8][c:9]1[n:10][c:11]([F:18])[c:12]([F:17])[c:13]([CH3:16])[c:14]1[F:15]>>[NH2:8][c:9]1[n:10][c:11]([NH:26][CH2:25][c:24]2[cH:23][cH:22][c:21]([O:20][CH3:19])[cH:28][cH:27]2)[c:12]([F:17])[c:13]([CH3:16])[c:14]1[F:15].